From a dataset of the Open Reaction Database (ORD), a public repository of structured organic reaction records. describe an organic reaction: reactants, conditions, products, and yield Starting materials: C1CCOC1, CC(C)[N-]C(C)C, COC(=O)c1cccc2c1OCCO2, CC(=O)O, ClCI, [Li+]. Product: O=C(CCl)c1cccc2c1OCCO2. As a reaction SMILES: [CH2:30]1[O:31][CH2:32][CH2:33][CH2:34]1.[CH3:19][CH:20]([N-:21][CH:22]([CH3:23])[CH3:24])[CH3:25].[CH3:1][O:2][C:3](=[O:4])[c:5]1[cH:6][cH:7][cH:8][c:9]2[c:14]1[O:13][CH2:12][CH2:11][O:10]2.[CH3:26][C:27](=[O:28])[OH:29].[Cl:15][CH2:16][I:17].[Li+:18]>>[C:3](=[O:4])([c:5]1[cH:6][cH:7][cH:8][c:9]2[c:14]1[O:13][CH2:12][CH2:11][O:10]2)[CH2:16][Cl:15]. Starting materials: BrC1(C(NC(NC1=O)=O)=O)C1=CC=C(C=C1)OC1=CC=CC=C1 (5-Bromo-5-(4′-phenoxyphenyl)barbituric Acid), OCCN1CCNCC1 (N-(2-hydroxyethyl)piperazine). Run in CO (methanol), CO (methanol). Reaction conditions: time 2 hour. Yields the product O(C1=CC=CC=C1)C1=CC=C(C=C1)C1(C(NC(NC1=O)=O)=O)C1N(CCNC1)CCO (5-(4′Phenoxyphenyl)-5-[N-(2-hydroxyethyl)piperazinyl]barbituric Acid). The yield is 75.3%. Reaction SMILES: Br[C:2]1([C:11]2[CH:16]=[CH:15][C:14]([O:17][C:18]3[CH:23]=[CH:22][CH:21]=[CH:20][CH:19]=3)=[CH:13][CH:12]=2)[C:7](=[O:8])[NH:6][C:5](=[O:9])[NH:4][C:3]1=[O:10].[OH:24][CH2:25][CH2:26][N:27]1[CH2:32][CH2:31][NH:30][CH2:29][CH2:28]1>CO>[O:17]([C:14]1[CH:15]=[CH:16][C:11]([C:2]2([CH:28]3[CH2:29][NH:30][CH2:31][CH2:32][N:27]3[CH2:26][CH2:25][OH:24])[C:7](=[O:8])[NH:6][C:5](=[O:9])[NH:4][C:3]2=[O:10])=[CH:12][CH:13]=1)[C:18]1[CH:23]=[CH:22][CH:21]=[CH:20][CH:19]=1. Procedure details: A solution of 5-Bromo-5-(4′-phenoxyphenyl)barbituric Acid (50 mg) in 0.2 ml of methanol is added dropwise with a solution of N-(2-hydroxyethyl)piperazine (52 mg) in 0.6 ml of methanol and the mixture is stirred for 2 hours. The white precipitate is recovered by filtration and dried under vacuum at 60° C. overnight. 42.6 mg of the product are obtained, m.p. >240° C. 1H-NMR in d6-DMSO: 2.2-2.45 ppm (m, 6H); 2.55 ppm (m, 4H); 3.45 ppm (m, 2H); 4.4 ppm (t, 1H); 6.9-7.7 ppm (m, 9H); 11.6 ppm (s, 2H). The reactants are ClC1=CC=C(CNC(=O)C=2C(C3=C(N(C2)C)OC(=C3)C#CCCO)=O)C=C1 (N-(4-Chlorobenzyl)-2-(4-hydroxybut-1-ynyl)-7-methyl-4-oxo-4,7-dihydrofuro[2,3-b]pyridine-5-carboxamide). Reagents/catalysts: [Pd] (Pd/C). Solvent: C(C)O (ethanol). Yields the product ClC1=CC=C(CNC(=O)C=2C(C3=C(N(C2)C)OC(=C3)CCCCO)=O)C=C1 (N-(4-Chlorobenzyl)-2-(4-hydroxybutyl)-7-methyl-4-oxo-4,7-dihydrofuro[2,3-b]pyridine-5-carboxamide). Isolated yield 85.9%. Reaction SMILES: [Cl:1][C:2]1[CH:27]=[CH:26][C:5]([CH2:6][NH:7][C:8]([C:10]2[C:11](=[O:25])[C:12]3[CH:19]=[C:18]([C:20]#[C:21][CH2:22][CH2:23][OH:24])[O:17][C:13]=3[N:14]([CH3:16])[CH:15]=2)=[O:9])=[CH:4][CH:3]=1>C(O)C.[Pd]>[Cl:1][C:2]1[CH:27]=[CH:26][C:5]([CH2:6][NH:7][C:8]([C:10]2[C:11](=[O:25])[C:12]3[CH:19]=[C:18]([CH2:20][CH2:21][CH2:22][CH2:23][OH:24])[O:17][C:13]=3[N:14]([CH3:16])[CH:15]=2)=[O:9])=[CH:4][CH:3]=1. Procedure: N-(4-Chlorobenzyl)-2-(4-hydroxybut-1-ynyl)-7-methyl-4-oxo-4,7-dihydrofuro[2,3-b]pyridine-5-carboxamide (Example 82, 0.219 g) was dissolved in ethanol (50 mL) with heating and then allowed to cool to room temperature. The mixture was hydrogenated over 10% Pd/C (0.065 g) at 35 psi for 2 h. The reaction mixture was filtered through a Celite pad and the pad was washed with CH2Cl2 (75 mL). The filtrate was concentrated in vacuo. The resulting solid was purified by column chromatography (CH2Cl2/methan... Reactants: N([C@@H](CCCNC(NS(=O)(=O)C1=CC=C(C)C=C1)=N)C(=O)O)C(=O)OCC1=CC=CC=C1 (Z-Arg(Tos)-OH), CN1CCOCC1 (N-methylmorpholine), N[C@@H](CC(C)C)C(=O)OCC1=CC=CC=C1 (H-Leu-OBzl), CN1CCOCC1 (N-methylmorpholine), S(=O)(=O)(C1=CC=C(C)C=C1)O (Tos-OH), ClC(=O)OCC (ethyl chloroformate). The solvent is O1CCCC1 (tetrahydrofuran), CN(C=O)C (dimethylformamide). Reaction conditions: temperature -5 celsius, time 5 minute. The product is N([C@@H](CCCNC(NS(=O)(=O)C1=CC=C(C)C=C1)=N)C(=O)N[C@@H](CC(C)C)C(=O)OCC1=CC=CC=C1)C(=O)OCC1=CC=CC=C1 (Z-Arg(Tos)-Leu-OBzl). Reaction SMILES: [NH:1]([C:23]([O:25][CH2:26][C:27]1[CH:32]=[CH:31][CH:30]=[CH:29][CH:28]=1)=[O:24])[C@H:2]([C:20](O)=[O:21])[CH2:3][CH2:4][CH2:5][NH:6][C:7](=[NH:19])[NH:8][S:9]([C:12]1[CH:18]=[CH:17][C:15]([CH3:16])=[CH:14][CH:13]=1)(=[O:11])=[O:10].CN1CCOCC1.ClC(OCC)=O.S(O)(C1C=CC(C)=CC=1)(=O)=O.[NH2:57][C@H:58]([C:63]([O:65][CH2:66][C:67]1[CH:72]=[CH:71][CH:70]=[CH:69][CH:68]=1)=[O:64])[CH2:59][CH:60]([CH3:62])[CH3:61]>O1CCCC1.CN(C)C=O>[NH:1]([C:23]([O:25][CH2:26][C:27]1[CH:32]=[CH:31][CH:30]=[CH:29][CH:28]=1)=[O:24])[C@H:2]([C:20]([NH:57][C@H:58]([C:63]([O:65][CH2:66][C:67]1[CH:72]=[CH:71][CH:70]=[CH:69][CH:68]=1)=[O:64])[CH2:59][CH:60]([CH3:62])[CH3:61])=[O:21])[CH2:3][CH2:4][CH2:5][NH:6][C:7](=[NH:19])[NH:8][S:9]([C:12]1[CH:18]=[CH:17][C:15]([CH3:16])=[CH:14][CH:13]=1)(=[O:11])=[O:10]. Procedure details: In 500 ml of tetrahydrofuran is dissolved 46.2 g (100 millimoles) of Z-Arg(Tos)-OH, and 11 ml of N-methylmorpholine is added to the solution and the mixture is stirred at -5° C. for 5 minutes. Then, 9.6 ml of ethyl chloroformate is added to the mixture, and a cooled solution of 39.4 g (100 millimoles) of Tos-OH.H-Leu-OBzl and 11 ml of N-methylmorpholine in dimethylformamide is added to the above mixture. The resulting mixture is stirred at -5° to 0° C. for 4 hours and concentrated under reduced ... The reactants are CCOC(=O)C(CC(C)C)c1csc(-c2ccccc2)n1, CO, [Na+], [OH-]. Yields the product CC(C)CC(C(=O)O)c1csc(-c2ccccc2)n1. RXN SMILES: [CH3:1][CH:2]([CH2:3][CH:4]([C:5](=[O:6])[O:7][CH2:8][CH3:9])[c:10]1[n:11][c:12](-[c:15]2[cH:16][cH:17][cH:18][cH:19][cH:20]2)[s:13][cH:14]1)[CH3:21].[CH3:24][OH:25].[Na+:23].[OH-:22]>>[CH3:1][CH:2]([CH2:3][CH:4]([C:5](=[O:6])[OH:7])[c:10]1[n:11][c:12](-[c:15]2[cH:16][cH:17][cH:18][cH:19][cH:20]2)[s:13][cH:14]1)[CH3:21]. The reactants are O=C(O)C(=O)N1CCC(Oc2ccc(Cl)cc2)CC1, Nc1ccc2[nH]c(=O)[nH]c2c1. The product is O=C(Nc1ccc2[nH]c(=O)[nH]c2c1)C(=O)N1CCC(Oc2ccc(Cl)cc2)CC1. RXN SMILES: [Cl:1][c:2]1[cH:3][cH:4][c:5]([O:6][CH:7]2[CH2:8][CH2:9][N:10]([C:13]([C:14](=[O:15])[OH:16])=[O:17])[CH2:11][CH2:12]2)[cH:18][cH:19]1.[NH2:20][c:21]1[cH:22][c:23]2[c:24]([nH:25][c:26](=[O:28])[nH:27]2)[cH:29][cH:30]1>>[Cl:1][c:2]1[cH:3][cH:4][c:5]([O:6][CH:7]2[CH2:8][CH2:9][N:10]([C:13]([C:14](=[O:16])[NH:20][c:21]3[cH:22][c:23]4[c:24]([nH:25][c:26](=[O:28])[nH:27]4)[cH:29][cH:30]3)=[O:17])[CH2:11][CH2:12]2)[cH:18][cH:19]1.